This data is from the Open Reaction Database (ORD), a public repository of structured organic reaction records. The task is: describe an organic reaction: reactants, conditions, products, and yield The reactants are C1CCOC1, C1CCCCC1, CN(C)CCN(C)C, [Li]C(C)CC, Fc1ccc(Cl)c(Cl)c1, CN(C)C=O. The product is O=Cc1c(F)ccc(Cl)c1Cl. Reaction SMILES: [CH2:34]1[O:35][CH2:36][CH2:37][CH2:38]1.[CH2:6]1[CH2:7][CH2:8][CH2:9][CH2:10][CH2:11]1.[CH3:12][N:13]([CH3:14])[CH2:15][CH2:16][N:17]([CH3:18])[CH3:19].[CH:1]([Li:2])([CH2:3][CH3:4])[CH3:5].[Cl:20][c:21]1[c:22]([Cl:28])[cH:23][c:24]([F:27])[cH:25][cH:26]1.[O:29]=[CH:30][N:31]([CH3:32])[CH3:33]>>[Cl:20][c:21]1[c:22]([Cl:28])[c:23]([CH:30]=[O:29])[c:24]([F:27])[cH:25][cH:26]1. The reactants are C(CCC)[Li] (n-Butyl lithium), C(C)(CC)[Li] (sec-butyl lithium), N1CCOCC1 (morpholine), O1C=C(C=C1)C=O (3-furaldehyde), ICCCCCCCC (1-iodooctane), solution, ice, Cl (hydrochloric acid), solution. Run in CCCCCC (hexane), C1CCCCC1 (cyclohexane), O1CCCC1 (tetrahydrofuran). Reaction conditions: time 20 minute. Product: C(CCCCCCC)C1=CC(=CO1)C=O (5-Octyl-3-furaldehyde). RXN SMILES: C([Li])CCC.N1CCOCC1.[O:12]1[CH:16]=[CH:15][C:14]([CH:17]=[O:18])=[CH:13]1.C([Li])(CC)C.I[CH2:25][CH2:26][CH2:27][CH2:28][CH2:29][CH2:30][CH2:31][CH3:32].Cl>CCCCCC.O1CCCC1.C1CCCCC1>[CH2:25]([C:16]1[O:12][CH:13]=[C:14]([CH:17]=[O:18])[CH:15]=1)[CH2:26][CH2:27][CH2:28][CH2:29][CH2:30][CH2:31][CH3:32]. Procedure details: n-Butyl lithium (a 2.5M solution in hexane; 4.37 ml, 10.9 mmol) was added to a solution of morpholine (0.91 ml, 10.4 mmol) in tetrahydrofuran (40 ml) at -78° under argon. After 20 min., 3-furaldehyde (0.9 ml, 10.4 mmol) was added. After another 20 min., sec-butyl lithium (a 1.3M solution in cyclohexane; 8.4 ml, 10.9 mmol) was added dropwise and stirring continued at -78° for 4 hours before 1-iodooctane (2.07 ml, 11.4 mmol) was added. Stirring was continued overnight (17 hours) while the cooling ... The solvent is CS(=O)C (DMSO). Reactants: FC1=CC=C(C(=O)OCC)C=C1 (Ethyl 4-fluorobenzoate), C([O-])([O-])=O.[K+].[K+] (potassium carbonate), C(C)OC(=O)N1CCNCC1 (ethoxycarbonyl piperazine). Yields the product C(C)OC(=O)N1CCN(CC1)C1=CC=C(C(=O)OCC)C=C1 (Ethyl 4-(4-ethoxycarbonylpiperazin-1-yl)benzoate). The yield is 69.9%. RXN SMILES: F[C:2]1[CH:12]=[CH:11][C:5]([C:6]([O:8][CH2:9][CH3:10])=[O:7])=[CH:4][CH:3]=1.C(=O)([O-])[O-].[K+].[K+].[CH2:19]([O:21][C:22]([N:24]1[CH2:29][CH2:28][NH:27][CH2:26][CH2:25]1)=[O:23])[CH3:20]>CS(C)=O>[CH2:19]([O:21][C:22]([N:24]1[CH2:25][CH2:26][N:27]([C:2]2[CH:12]=[CH:11][C:5]([C:6]([O:8][CH2:9][CH3:10])=[O:7])=[CH:4][CH:3]=2)[CH2:28][CH2:29]1)=[O:23])[CH3:20] |f:1.2.3|. Procedure: Ethyl 4-fluorobenzoate (0.93 ml, 6.3 mmol), anhydrous potassium carbonate (0.96 g, 7.0 mmol), ethoxycarbonyl piperazine (0.92 ml, 6.3 mmol)and dry DMSO (30 ml) were heated under dry conditions at 90° C. for 72h. The mixture was partitioned between ethyl acetate and water, dried (sodium sulphate) and evaporated to dryness under reduced pressure. The product was purified by flash column chromatography on silica eluting with 10%MeOH/chloroform to afford the title compound as an oil (1.35 g, 70%). The reactants are OC1=CC=C(C(=O)OC2=CC=CC=C2)C=C1 (phenyl 4-hydroxybenzoate), O(C1=CC=CC=C1)CCBr (2-phenoxyethyl bromide), C([O-])([O-])=O.[K+].[K+] (potassium carbonate). Run in O1CCOCC1 (1,4-dioxane). Yields the product O(C1=CC=CC=C1)CCOC1=CC=C(C(=O)OC2=CC=CC=C2)C=C1 (phenyl 4-(2-phenoxyethoxy)benzoate). As a reaction SMILES: [OH:1][C:2]1[CH:16]=[CH:15][C:5]([C:6]([O:8][C:9]2[CH:14]=[CH:13][CH:12]=[CH:11][CH:10]=2)=[O:7])=[CH:4][CH:3]=1.[O:17]([CH2:24][CH2:25]Br)[C:18]1[CH:23]=[CH:22][CH:21]=[CH:20][CH:19]=1.C(=O)([O-])[O-].[K+].[K+]>O1CCOCC1>[O:17]([CH2:24][CH2:25][O:1][C:2]1[CH:16]=[CH:15][C:5]([C:6]([O:8][C:9]2[CH:14]=[CH:13][CH:12]=[CH:11][CH:10]=2)=[O:7])=[CH:4][CH:3]=1)[C:18]1[CH:23]=[CH:22][CH:21]=[CH:20][CH:19]=1 |f:2.3.4|. Procedure: A mixture of phenyl 4-hydroxybenzoate (2.14 g, 10 mmol), 2-phenoxyethyl bromide (12.1 g, 60 mmol) and potassium carbonate (4.1 g, 30 mmol) in 1,4-dioxane (60 mL) was heated to reflux for about 2 days. The mixture was cooled, filtered and concentrated under vacuum. The residue was purified by flash chromatography on silica gel using hexane/ethyl acetate (3:1) as eluent to provide the desired product. 1H NMR (500 MHz, CDCl3) δ 4.39 (m, 2H), 4.42 (m, 2H), 6.97 (d, J=8 Hz, 2H), 6.99 (t, J=8 Hz, 1H),... RXN SMILES: [C:36]([CH3:37])([CH3:38])([CH3:39])[Si:40]([O:41][c:42]1[c:43]([F:52])[c:44]([CH:45]=[O:46])[cH:47][c:48]([CH2:50][CH3:51])[cH:49]1)([CH3:53])[CH3:54].[CH2:55]1[O:56][CH2:57][CH2:58][CH2:59]1.[CH3:31][CH2:32][CH2:33][CH2:34][Li:35].[c:1]1(-[c:7]2[n:8][cH:9][n:10]([C:12]([c:13]3[cH:14][cH:15][cH:16][cH:17][cH:18]3)([c:19]3[cH:20][cH:21][cH:22][cH:23][cH:24]3)[c:25]3[cH:26][cH:27][cH:28][cH:29][cH:30]3)[cH:11]2)[cH:2][cH:3][cH:4][cH:5][cH:6]1>>[c:1]1(-[c:7]2[n:8][c:9]([CH:45]([c:44]3[c:43]([F:52])[c:42]([O:41][Si:40]([C:36]([CH3:37])([CH3:38])[CH3:39])([CH3:53])[CH3:54])[cH:49][c:48]([CH2:50][CH3:51])[cH:47]3)[OH:46])[n:10]([C:12]([c:13]3[cH:14][cH:15][cH:16][cH:17][cH:18]3)([c:19]3[cH:20][cH:21][cH:22][cH:23][cH:24]3)[c:25]3[cH:26][cH:27][cH:28][cH:29][cH:30]3)[cH:11]2)[cH:2][cH:3][cH:4][cH:5][cH:6]1. The product is CCc1cc(O[Si](C)(C)C(C)(C)C)c(F)c(C(O)c2nc(-c3ccccc3)cn2C(c2ccccc2)(c2ccccc2)c2ccccc2)c1. The reactants are CCc1cc(C=O)c(F)c(O[Si](C)(C)C(C)(C)C)c1, C1CCOC1, [Li]CCCC, c1ccc(-c2cn(C(c3ccccc3)(c3ccccc3)c3ccccc3)cn2)cc1. Reactants: CS(=O)(=O)OS(C)(=O)=O, CS(=O)(=O)O, CCN(C(C)C)C(C)C, CC(=O)N1CCC(c2nc(CO)c(-c3ccc(F)cc3)o2)CC1, [H-], [I-], [Na+], C1CCOC1, OCC(F)(F)F. Product: CC(=O)N1CCC(c2nc(COCC(F)(F)F)c(-c3ccc(F)cc3)o2)CC1. Reaction SMILES: [CH3:24][S:25]([O:26][S:27]([CH3:28])(=[O:29])=[O:30])(=[O:31])=[O:32].[CH3:42][S:43]([OH:44])(=[O:45])=[O:46].[CH:33]([N:34]([CH2:35][CH3:36])[CH:37]([CH3:38])[CH3:39])([CH3:40])[CH3:41].[F:1][c:2]1[cH:3][cH:4][c:5](-[c:8]2[c:9]([CH2:22][OH:23])[n:10][c:11]([CH:13]3[CH2:14][CH2:15][N:16]([C:19]([CH3:20])=[O:21])[CH2:17][CH2:18]3)[o:12]2)[cH:6][cH:7]1.[H-:54].[I-:47].[Na+:55].[O:56]1[CH2:57][CH2:58][CH2:59][CH2:60]1.[OH:48][CH2:49][C:50]([F:51])([F:52])[F:53]>>[F:1][c:2]1[cH:3][cH:4][c:5](-[c:8]2[c:9]([CH2:22][O:23][CH2:49][C:50]([F:51])([F:52])[F:53])[n:10][c:11]([CH:13]3[CH2:14][CH2:15][N:16]([C:19]([CH3:20])=[O:21])[CH2:17][CH2:18]3)[o:12]2)[cH:6][cH:7]1. Reactants: CCCC[N+](CCCC)(CCCC)CCCC, COc1ccc2c(c1)-c1[nH]c3ccccc3c1C2, [I-], CI, [Na+], [OH-], O, c1ccccc1. Product: COc1ccc2c(c1)-c1c(c3ccccc3n1C)C2. Reaction SMILES: [CH2:30]([N+:31]([CH2:32][CH2:33][CH2:34][CH3:35])([CH2:36][CH2:37][CH2:38][CH3:39])[CH2:40][CH2:41][CH2:42][CH3:43])[CH2:44][CH2:45][CH3:46].[CH3:1][O:2][c:3]1[cH:4][cH:5][c:6]2[c:17]([cH:18]1)-[c:9]1[c:8]([c:16]3[c:11]([nH:10]1)[cH:12][cH:13][cH:14][cH:15]3)[CH2:7]2.[I-:29].[I:21][CH3:22].[Na+:20].[OH-:19].[OH2:47].[cH:23]1[cH:24][cH:25][cH:26][cH:27][cH:28]1>>[CH3:1][O:2][c:3]1[cH:4][cH:5][c:6]2[c:17]([cH:18]1)-[c:9]1[c:8]([c:16]3[c:11]([n:10]1[CH3:22])[cH:12][cH:13][cH:14][cH:15]3)[CH2:7]2. Reactants: ClC=1C=CC2=C(NC=3C(S2)=CNC(C3C3=CC=C(C=C3)Cl)=O)C1 (7-chloro-4-(4-chlorophenyl)-5H-pyrido[3,4-b][1,4]-benzothiazin-3(2H)-one), [OH-].[Na+] (sodium hydroxide), C=O (formaldehyde). Run in CN(C=O)C (dimethylformamide). The product is ClC=1C=CC2=C(NC=3C(S2)=CN(C(C3C3=CC=C(C=C3)Cl)=O)CO)C1 (7-chloro-4-(4-chlorophenyl)-2-(hydroxymethyl)-5H-pyrido[3,4-b][1,4]benzothiazin-3(2H)-one). The yield is 87.0%. Reaction SMILES: [Cl:1][C:2]1[CH:3]=[CH:4][C:5]2[S:10][C:9]3=[CH:11][NH:12][C:13](=[O:22])[C:14]([C:15]4[CH:20]=[CH:19][C:18]([Cl:21])=[CH:17][CH:16]=4)=[C:8]3[NH:7][C:6]=2[CH:23]=1.[OH-:24].[Na+].[CH2:26]=O>CN(C)C=O>[Cl:1][C:2]1[CH:3]=[CH:4][C:5]2[S:10][C:9]3=[CH:11][N:12]([CH2:26][OH:24])[C:13](=[O:22])[C:14]([C:15]4[CH:20]=[CH:19][C:18]([Cl:21])=[CH:17][CH:16]=4)=[C:8]3[NH:7][C:6]=2[CH:23]=1 |f:1.2|. Reported procedure: To 5.0 g. of 7-chloro-4-(4-chlorophenyl)-5H-pyrido[3,4-b][1,4]-benzothiazin-3(2H)-one (13.8 mmol.) in 50 ml. dimethylformamide was added 30 ml. of a 5% sodium hydroxide solution (37.5 mmol.) and the resulting suspension was heated on a steam bath until the solid dissolved. To the resulting solution was then added 50 ml. of 36% formaldehyde solution (60.0 mmol.), and the resulting reaction mixture was heated on a steam bath for 30 minutes, then cooled to room temmperature, yielding a yellow preci...